describe an organic reaction: reactants, conditions, products, and yield From a dataset of the Open Reaction Database (ORD), a public repository of structured organic reaction records. Starting materials: CC=1C=NC=2N(C1)N=C(C2CO)C2=CC=CC=C2 ((6-methyl-2-phenylpyrazolo[1,5-a]pyrimidin-3-yl)methanol), S(=O)(Cl)Cl (thionyl chloride). Solvent: C1(=CC=CC=C1)C (toluene). Conditions: temperature 80 celsius. Product: ClCC=1C(=NN2C1N=CC(=C2)C)C2=CC=CC=C2 (3-(chloromethyl)-6-methyl-2-phenylpyrazolo[1,5-a]pyrimidine). As a reaction SMILES: [CH3:1][C:2]1[CH:3]=[N:4][C:5]2[N:6]([N:8]=[C:9]([C:13]3[CH:18]=[CH:17][CH:16]=[CH:15][CH:14]=3)[C:10]=2[CH2:11]O)[CH:7]=1.S(Cl)([Cl:21])=O>C1(C)C=CC=CC=1>[Cl:21][CH2:11][C:10]1[C:9]([C:13]2[CH:18]=[CH:17][CH:16]=[CH:15][CH:14]=2)=[N:8][N:6]2[CH:7]=[C:2]([CH3:1])[CH:3]=[N:4][C:5]=12. Procedure: To a solution of (6-methyl-2-phenylpyrazolo[1,5-a]pyrimidin-3-yl)methanol x143 (2.4 mmol, 1 eq, 0.58 g) in toluene (20 ml) is added thionyl chloride (4.8 mmol, 2 eq, 353 μ□l). The mixture is heated at 80° C. for 2 hours. The resulting mixture is cooled down to room temperature and the solvent removed under reduced pressure to afford 3-(chloromethyl)-6-methyl-2-phenylpyrazolo[1,5-a]pyrimidine x146, to which 5 ml of dry DMF are added.